Dataset: the Open Reaction Database (ORD), a public repository of structured organic reaction records. Task: describe an organic reaction: reactants, conditions, products, and yield Reactants: N1=CC(=CC=C1)C=1C=C(C=CC1)C1=CN=C2N1C=CC(=C2)C=O (3-[3-(Pyridin-3-yl)phenyl]imidazo[1,2-α]pyridine-7-carboxaldehyde), CO (Methanol), C[Mg]Br (methylmagnesium bromide). Solvent: O1CCCC1 (tetrahydrofuran). Run at time 16 hour. The product is N (ammonia), N1=CC(=CC=C1)C=1C=C(C=CC1)C1=CN=C2N1C=CC(=C2)C(C)O (1-[3-(3-(Pyridin-3-yl)phenyl)imidazo[1,2-α]pyridin-7-yl]ethanol). Yield: 57.0%. Reaction SMILES: [N:1]1[CH:6]=[CH:5][CH:4]=[C:3]([C:7]2[CH:8]=[C:9]([C:13]3[N:17]4[CH:18]=[CH:19][C:20]([CH:22]=[O:23])=[CH:21][C:16]4=[N:15][CH:14]=3)[CH:10]=[CH:11][CH:12]=2)[CH:2]=1.[CH3:24][Mg]Br.CO>O1CCCC1>[NH3:1].[N:1]1[CH:6]=[CH:5][CH:4]=[C:3]([C:7]2[CH:8]=[C:9]([C:13]3[N:17]4[CH:18]=[CH:19][C:20]([CH:22]([OH:23])[CH3:24])=[CH:21][C:16]4=[N:15][CH:14]=3)[CH:10]=[CH:11][CH:12]=2)[CH:2]=1. Reported procedure: 3-[3-(Pyridin-3-yl)phenyl]imidazo[1,2-α]pyridine-7-carboxaldehyde (100 mg, 0.33 mmol) in tetrahydrofuran (10 ml) was cooled to −78° C. before adding methylmagnesium bromide (1.3 ml of 0.3M solution in diethyl ether) dropwise over 10 min. Once addition was complete the reaction was allowed to warm to ambient temperature and stirring continued for 16 h. Methanol (1 ml) was added and the mixture partitioned between ethyl acetate and 10% ammonium chloride solution. The organic layer was washed with ... Reactants: C(C)(C)C1=C(C(=CC=C1)CCl)NC(CC1C2=CC=CC=C2OC=2C=CC=CC12)=O (N-(2-isopropyl-6-chloromethylphenyl)-2-(9H-xanthen-9-yl)acetamide), O1CCCC1 (tetrahydrofuran), O (water). The reagents and catalysts are [N+](=O)([O-])[O-].[Ag+] (silver nitrate). The solvent is CC(=O)C (acetone). Run at temperature 60 celsius, time 7 hour. Yields the product C(C)(C)C1=C(C(=CC=C1)CO)NC(CC1C2=CC=CC=C2OC=2C=CC=CC12)=O (N-(2-Isopropyl-6-hydroxymethylphenyl)-2-(9H-xanthen-9-yl)acetamide). The yield is 66.0%. As a reaction SMILES: [CH:1]([C:4]1[CH:9]=[CH:8][CH:7]=[C:6]([CH2:10]Cl)[C:5]=1[NH:12][C:13](=[O:29])[CH2:14][CH:15]1[C:28]2[CH:27]=[CH:26][CH:25]=[CH:24][C:23]=2[O:22][C:21]2[C:16]1=[CH:17][CH:18]=[CH:19][CH:20]=2)([CH3:3])[CH3:2].[O:30]1CCCC1.O>CC(C)=O.[N+]([O-])([O-])=O.[Ag+]>[CH:1]([C:4]1[CH:9]=[CH:8][CH:7]=[C:6]([CH2:10][OH:30])[C:5]=1[NH:12][C:13](=[O:29])[CH2:14][CH:15]1[C:28]2[CH:27]=[CH:26][CH:25]=[CH:24][C:23]=2[O:22][C:21]2[C:16]1=[CH:17][CH:18]=[CH:19][CH:20]=2)([CH3:3])[CH3:2] |f:4.5|. Procedure details: 4.24 g (25 mmol) of silver nitrate were added to a solution of 10.14 g (25.0 mmol) N-(2-isopropyl-6-chloromethylphenyl)-2-(9H-xanthen-9-yl)acetamide [prepared as described in step (iv) above] in a mixture of 500 ml of acetone, 100 ml of tetrahydrofuran and 200 ml of water, and the resulting mixture was stirred for 7 hours at 60° C. At the end of this time, the reaction mixture was concentrated by evaporation under reduced pressure, and the concentrate was diluted with ethyl acetate. The diluted ... RXN SMILES: Cl[C:2]1[N:11]=[C:10](Cl)[C:9]2[C:4](=[CH:5][CH:6]=[CH:7][CH:8]=2)[N:3]=1.[NH2:13][C:14]1[CH:19]=[CH:18][CH:17]=[CH:16][N:15]=1.[CH3:20][C:21]1[CH:25]=[C:24]([CH3:26])[NH:23][N:22]=1>>[CH3:20][C:21]1[CH:25]=[C:24]([CH3:26])[N:23]([C:2]2[N:11]=[C:10]([NH:13][C:14]3[CH:19]=[CH:18][CH:17]=[CH:16][N:15]=3)[C:9]3[C:4](=[CH:5][CH:6]=[CH:7][CH:8]=3)[N:3]=2)[N:22]=1. Product: CC1=NN(C(=C1)C)C1=NC2=CC=CC=C2C(=N1)NC1=NC=CC=C1 ([2-(3,5-Dimethyl-pyrazol-1-yl)-quinazolin-4-yl]-pyridin-2-yl-amine). Procedure details: Was prepared according to Method B from 2,4-dichloroquinazoline, 2-aminopyridine and 3,5-dimethylpyrazole. Mp. 126.1-126.8° C. The reactants are ClC1=NC2=CC=CC=C2C(=N1)Cl (2,4-dichloroquinazoline), NC1=NC=CC=C1 (2-aminopyridine), CC1=NNC(=C1)C (3,5-dimethylpyrazole). Reactants: ClC1=C2C(=NC=C1)C=C(S2)C(=O)O (7-chlorothieno[3,2-b]pyridine-2-carboxylic acid), N1CCCC1 (pyrrolidine). The product is ClC1=C2C(=NC=C1)C=C(S2)C(=O)N2CCCC2 ((7-Chloro-thieno[3,2-b]pyridin-2-yl)-pyrrolidin-1-yl-methanone). RXN SMILES: [Cl:1][C:2]1[CH:7]=[CH:6][N:5]=[C:4]2[CH:8]=[C:9]([C:11]([OH:13])=O)[S:10][C:3]=12.[NH:14]1[CH2:18][CH2:17][CH2:16][CH2:15]1>>[Cl:1][C:2]1[CH:7]=[CH:6][N:5]=[C:4]2[CH:8]=[C:9]([C:11]([N:14]3[CH2:18][CH2:17][CH2:16][CH2:15]3)=[O:13])[S:10][C:3]=12. Procedure details: This material was prepared from the coupling of 7-chlorothieno[3,2-b]pyridine-2-carboxylic acid and pyrrolidine in a manner as previously described for example 9d. 1H NMR (300 MHz, CD3OD) δ8.60 (1H, d, J=5.1 Hz), 7.84 (1H, s), 7.32 (1H, d, J=5.1 Hz), 3.82 (2H, t, J=6.4 Hz), 3.70 (2H, t, J=6.6 Hz), 2.02 (4H, m). LCMS (ESI+) [M+H]/z Calc'd 267, found 267. The reactants are ClC=1C=C(C(=O)Cl)C=CC1Cl (3,4-Dichlorobenzoylchloride), NCC1(CCCCC1)N1CCN(CC1)C (1-[1-(Aminomethyl)cyclohexyl]-4-methyl piperazine). Run in C1=CC=CC=C1 (benzene), C1=CC=CC=C1 (benzene), O (water). The product is ClC=1C=C(C(=O)NCC2(CCCCC2)N2CCN(CC2)C)C=CC1Cl (1-[1-(3,4 Dichlorobenzamido methyl) cyclohexyl]-4-methyl piperazine). Isolated yield 49.3%. RXN SMILES: [Cl:1][C:2]1[CH:3]=[C:4]([CH:8]=[CH:9][C:10]=1[Cl:11])[C:5](Cl)=[O:6].[NH2:12][CH2:13][C:14]1([N:20]2[CH2:25][CH2:24][N:23]([CH3:26])[CH2:22][CH2:21]2)[CH2:19][CH2:18][CH2:17][CH2:16][CH2:15]1>C1C=CC=CC=1.O>[Cl:1][C:2]1[CH:3]=[C:4]([CH:8]=[CH:9][C:10]=1[Cl:11])[C:5]([NH:12][CH2:13][C:14]1([N:20]2[CH2:21][CH2:22][N:23]([CH3:26])[CH2:24][CH2:25]2)[CH2:19][CH2:18][CH2:17][CH2:16][CH2:15]1)=[O:6]. Procedure details: A solution of 3,4-Dichlorobenzoylchloride (1.05 g.,) in benzene (10 ml) was added dropwise over 40 mins. to a stirred solution of 1-[1-(Aminomethyl)cyclohexyl]-4-methyl piperazine (1.06 g.,) in benzene (15 ml). The mixture was heated under reflux for 1 hr. on a steambath and the solution was evaporated. The solid residue was dissolved in ethanol, acidified with ethereal HCl and evaporated to give a white solid. This solid was suspended in water, made alkaline with 5NNaOH and extracted with chlor...